Dataset: the Open Reaction Database (ORD), a public repository of structured organic reaction records. Task: describe an organic reaction: reactants, conditions, products, and yield Reactants: ClC1=NC(=NC(=C1)N1CC2=CC(=CC=C2CC1C)C=1C=NN(C1)C)N (4-chloro-6-[3-methyl-7-(1-methyl-1H-pyrazol-4-yl)-3,4-dihydroisoquinolin-2(1H)-yl]pyrimidin-2-amine), N1CCNCCC1 (1,4-diazepane), C(C)(C)N(C(C)C)CC (N,N-diisopropylethylamine), C(C)(C)(C)O (tert-butyl alcohol). Solvent: CO (methanol). Yields the product N1(CCNCCC1)C1=NC(=NC(=C1)N1CC2=CC(=CC=C2CC1C)C=1C=NN(C1)C)N (4-(1,4-Diazepan-1-yl)-6-[3-methyl-7-(1-methyl-1H-pyrazol-4-yl)-3,4-dihydroisoquinolin-2(1H)-yl]pyrimidin-2-amine). Reaction SMILES: Cl[C:2]1[CH:7]=[C:6]([N:8]2[CH:17]([CH3:18])[CH2:16][C:15]3[C:10](=[CH:11][C:12]([C:19]4[CH:20]=[N:21][N:22]([CH3:24])[CH:23]=4)=[CH:13][CH:14]=3)[CH2:9]2)[N:5]=[C:4]([NH2:25])[N:3]=1.[NH:26]1[CH2:32][CH2:31][CH2:30][NH:29][CH2:28][CH2:27]1.C(N(CC)C(C)C)(C)C.C(O)(C)(C)C>CO>[N:26]1([C:2]2[CH:7]=[C:6]([N:8]3[CH:17]([CH3:18])[CH2:16][C:15]4[C:10](=[CH:11][C:12]([C:19]5[CH:20]=[N:21][N:22]([CH3:24])[CH:23]=5)=[CH:13][CH:14]=4)[CH2:9]3)[N:5]=[C:4]([NH2:25])[N:3]=2)[CH2:32][CH2:31][CH2:30][NH:29][CH2:28][CH2:27]1. Reported procedure: A mixture of 4-chloro-6-[3-methyl-7-(1-methyl-1H-pyrazol-4-yl)-3,4-dihydroisoquinolin-2(1H)-yl]pyrimidin-2-amine (18 mg, 0.050 mmol), 1,4-diazepane (15.0 mg, 0.150 mmol, Aldrich, Cat. No. H16604)) and N,N-diisopropylethylamine (20.0 uL, 0.115 mmol) in tert-butyl alcohol (0.5 mL, 5 mmol) was heated at 120° C. overnight. After cooling, the mixture was diluted with methanol, and purified by RP-HPLC (pH=10) to afford the desired product. (M+H)+: m/z=419.2. The reactants are CCOC(=O)CBr, CC(=O)CC(C)=O, [H-], [Na+], C1CCOC1. Yields the product CCOC(=O)CC(C(C)=O)C(C)=O. As a reaction SMILES: [CH2:10]([CH3:11])[O:12][C:13]([CH2:14][Br:15])=[O:16].[CH3:1][C:2](=[O:3])[CH2:4][C:5]([CH3:6])=[O:7].[H-:8].[Na+:9].[O:17]1[CH2:18][CH2:19][CH2:20][CH2:21]1>>[CH3:1][C:2](=[O:3])[CH:4]([C:5]([CH3:6])=[O:7])[CH2:14][C:13]([O:12][CH2:10][CH3:11])=[O:16]. Solvent: O1CCCC1 (tetrahydrofuran), C(C)N(CC)CC (triethylamine), C(C)N(CC)CC (triethylamine), C(Cl)(Cl)Cl (Chloroform). Run at time 30 minute. Yields the product ClCCNC(COC1=NC(=C(N=C1CC1=CC=CC=C1)CC)CC)=O (N-(2-chloroethyl)-(3-benzyl-5,6-diethylpyrazine-2-yl oxy) acetamide). As a reaction SMILES: [C:1](Cl)(=[O:6])[C:2](C)(C)C.C(O[O:12][C:13]1[C:18]([CH2:19][C:20]2[CH:25]=[CH:24][CH:23]=[CH:22][CH:21]=2)=[N:17][C:16]([CH2:26][CH3:27])=[C:15]([CH2:28][CH3:29])[N:14]=1)(=O)C.[ClH:30].F[CH2:32][CH2:33][NH2:34].C(=O)([O-])[O-].[K+].[K+]>O1CCCC1.C(N(CC)CC)C.C(Cl)(Cl)Cl>[Cl:30][CH2:32][CH2:33][NH:34][C:1](=[O:6])[CH2:2][O:12][C:13]1[C:18]([CH2:19][C:20]2[CH:21]=[CH:22][CH:23]=[CH:24][CH:25]=2)=[N:17][C:16]([CH2:26][CH3:27])=[C:15]([CH2:28][CH3:29])[N:14]=1 |f:2.3,4.5.6|. Reported procedure: Pivaloyl chloride (3.66 g, 30 mM) was added dropwise at -5° C. to compound 655 (8.62 g, 28.7 mM) and triethylamine (4.2 ml, 30 mM) dissolved in tetrahydrofuran (50 ml), then the mixture was stirred for 30 minutes. Chloroform (30 ml) in solution with 2-fluoroethylamine hydrochloride (3.48 g) and triethylamine (4.2 ml) was added dropwise thereto with cooling at 0° to -5° C. then the mixture was stirred for 1 hour with ice cooling and 4 hours at room temperature. Dilute aqueous potassium carbonate ... The reactants are C([O-])([O-])=O.[K+].[K+] (potassium carbonate), C(C(C)(C)C)(=O)Cl (Pivaloyl chloride), C(C)(=O)OOC1=NC(=C(N=C1CC1=CC=CC=C1)CC)CC ((3-benzyl-5,6-diethylpyrazine-2-yl oxy) acetate), Cl.FCCN (2-fluoroethylamine hydrochloride). Isolated yield 88.8%.